Task: describe an organic reaction: reactants, conditions, products, and yield. Dataset: the Open Reaction Database (ORD), a public repository of structured organic reaction records Reaction SMILES: C(OC(=O)C)(=O)C.[CH2:8]([NH:15][C:16]([NH:18][CH2:19][CH:20]([C:25]([OH:27])=O)[C:21]([F:24])([F:23])[F:22])=[O:17])[C:9]1[CH:14]=[CH:13][CH:12]=[CH:11][CH:10]=1>>[CH2:8]([N:15]1[C:25](=[O:27])[CH:20]([C:21]([F:24])([F:23])[F:22])[CH2:19][NH:18][C:16]1=[O:17])[C:9]1[CH:14]=[CH:13][CH:12]=[CH:11][CH:10]=1. The product is C(C1=CC=CC=C1)N1C(NCC(C1=O)C(F)(F)F)=O (3-benzyl-5-trifluoromethyl-5,6-dihydrouracil). The reactants are C(C)(=O)OC(C)=O (Acetic anhydride), C(C1=CC=CC=C1)NC(=O)NCC(C(F)(F)F)C(=O)O (1-benzyl-3-(2-hydroxycarbonyl-3,3,3-trifluoropropyl)urea). Isolated yield 64.7%. Procedure details: Acetic anhydride (5 ml) was added to 290 mg (1.0 mmole) of 1-benzyl-3-(2-hydroxycarbonyl-3,3,3-trifluoropropyl)urea synthesized in Example 12, and the mixture was heated under reflux for 30 minutes. The solvent was evaporated under reduced pressure. The residue was purified by a column chromatography on silica gel (ethyl acetate:chloroform=1:1) to give 176 mg (yield: 65%) of 3-benzyl-5-trifluoromethyl-5,6-dihydrouracil. Starting materials: C(C=C)OCC(CC)(COCCCCCCCC)COCC=C (3,3-Diallyloxymethyl-5-oxa-tridecane), Cl[SiH](Cl)Cl (trichlorosilane), Cl[SiH](Cl)Cl (trichlorosilane). Reagents/catalysts: [H+].[H+].Cl[Pt-2](Cl)(Cl)(Cl)(Cl)Cl (chloroplatinic acid). Conditions: temperature 55 celsius. Product: Cl[Si](Cl)(Cl)CCCOCC(CC)(COCCCCCCCC)COCCC[Si](Cl)(Cl)Cl (3,3-Bis(trichlorosilylpropoxymethyl)-5-oxa-tridecane). Isolated yield 60.0%. RXN SMILES: [CH2:1]([O:4][CH2:5][C:6]([CH2:19][O:20][CH2:21][CH:22]=[CH2:23])([CH2:9][O:10][CH2:11][CH2:12][CH2:13][CH2:14][CH2:15][CH2:16][CH2:17][CH3:18])[CH2:7][CH3:8])[CH:2]=[CH2:3].[Cl:24][SiH:25]([Cl:27])[Cl:26]>[H+].[H+].Cl[Pt-2](Cl)(Cl)(Cl)(Cl)Cl>[Cl:24][Si:25]([CH2:23][CH2:22][CH2:21][O:20][CH2:19][C:6]([CH2:5][O:4][CH2:1][CH2:2][CH2:3][Si:25]([Cl:27])([Cl:26])[Cl:24])([CH2:9][O:10][CH2:11][CH2:12][CH2:13][CH2:14][CH2:15][CH2:16][CH2:17][CH3:18])[CH2:7][CH3:8])([Cl:27])[Cl:26] |f:2.3.4|. Procedure details: A 1 L, 3-neck flask equipped with magnetic stirrer, pot thermometer and condenser was charged with 3,3-diallyloxymethyl-5-oxa-tridecane (200 g) prepared in Example 4. After heating to 50-60° C., 30 ml of trichlorosilane was added followed by 1 ml of 2.5% chloroplatinic acid solution. Once initiation was observed, a total of 178.8 g of trichlorosilane was added at a rate to maintain reaction temperature at 70-100° C. After the addition was complete, the mixture was maintained at 80-90° C. for 2 h... Reactants: Cl.COC(C(CC=1C=C2C=CN=C(C2=CC1)N)NS(=O)(=O)C1=CC2=CC=CC=C2C=C1)=O (3-(1-amino-6-isoquinolinyl)-2-[(2-naphthalenylsulfonyl)amino]propionic acid methyl ester hydrochloride), Cl.Cl.COC(C(CC=1C=C2C=CN=C(C2=CC1)N)N)=O (2-Amino-3-(1-amino-6-isoquinolinyl)propionic acid methyl ester dihydrochloride), COC1=CC=C2C=CC(=CC2=C1)S(=O)(=O)Cl ((7-methoxy-2-naphthalenyl)sulfonyl chloride). Procedure: Using the procedure described for 11a, the reaction of methyl ester 1j and sulfonyl chloride 12a gave 3-(1-amino-6-isoquinolinyl)-2-[[(7-methoxy-2-naphthalenyl)sulfonyl)amino]propionic acid methyl ester. This ester was saponified and subsequently coupled with 4-methylpiperidine using the procedure described for the previous example to give the title compound 12b. 1H-NMR 200 MHz (CD3OD) δ: 0.18-0.85 (5H, m), 1.22-1.58 (3H, m), 1.78-3.18 (4H, m), 3.80-4.26 (2H, m), 3.88 (3H, s), 4.57-4.72 (1H, m),... As a reaction SMILES: Cl.[CH3:2][O:3][C:4](=[O:32])[CH:5]([NH:18][S:19]([C:22]1[CH:31]=[CH:30][C:29]2[C:24](=[CH:25][CH:26]=[CH:27][CH:28]=2)[CH:23]=1)(=[O:21])=[O:20])[CH2:6][C:7]1[CH:8]=[C:9]2[C:14](=[CH:15][CH:16]=1)[C:13]([NH2:17])=[N:12][CH:11]=[CH:10]2.Cl.Cl.[CH3:35][O:36]C(=O)C(N)CC1C=C2C(=CC=1)C(N)=NC=C2.COC1C=C2C(C=CC(S(Cl)(=O)=O)=C2)=CC=1>>[CH3:2][O:3][C:4](=[O:32])[CH:5]([NH:18][S:19]([C:22]1[CH:31]=[CH:30][C:29]2[C:24](=[CH:25][C:26]([O:36][CH3:35])=[CH:27][CH:28]=2)[CH:23]=1)(=[O:21])=[O:20])[CH2:6][C:7]1[CH:8]=[C:9]2[C:14](=[CH:15][CH:16]=1)[C:13]([NH2:17])=[N:12][CH:11]=[CH:10]2 |f:0.1,2.3.4|. Product: COC(C(CC=1C=C2C=CN=C(C2=CC1)N)NS(=O)(=O)C1=CC2=CC(=CC=C2C=C1)OC)=O (3-(1-amino-6-isoquinolinyl)-2-[[(7-methoxy-2-naphthalenyl)sulfonyl)amino]propionic acid methyl ester).